From a dataset of the Open Reaction Database (ORD), a public repository of structured organic reaction records. describe an organic reaction: reactants, conditions, products, and yield Reactants: COC1CN(CCC1=COCC1=CC=CC=C1)CC1=CC=CC=C1 ((±)-3-methoxy-4-[(phenylmethoxy)-methylene]-1-(phenylmethyl)piperidine). The reagents and catalysts are [Pt] (platinum on activated carbon). The solvent is C1CCOC1 (THF). Yields the product COC1CN(CCC1COCC1=CC=CC=C1)CC1=CC=CC=C1 ((±)-3-methoxy-4-[(phenylmethoxy)methyl]-1-(phenylmethyl)-piperidine). The yield is 59.6%. As a reaction SMILES: [CH3:1][O:2][CH:3]1[C:8](=[CH:9][O:10][CH2:11][C:12]2[CH:17]=[CH:16][CH:15]=[CH:14][CH:13]=2)[CH2:7][CH2:6][N:5]([CH2:18][C:19]2[CH:24]=[CH:23][CH:22]=[CH:21][CH:20]=2)[CH2:4]1>C1COCC1.[Pt]>[CH3:1][O:2][CH:3]1[CH:8]([CH2:9][O:10][CH2:11][C:12]2[CH:13]=[CH:14][CH:15]=[CH:16][CH:17]=2)[CH2:7][CH2:6][N:5]([CH2:18][C:19]2[CH:24]=[CH:23][CH:22]=[CH:21][CH:20]=2)[CH2:4]1. Reported procedure: A mixture of intermediate (3a) (0.043 mol) in THF (250 ml) was hydrogenated with platinum on activated carbon (5%) (3 g) as a catalyst. After uptake of H2 (1equiv.), the catalyst was filtered off and the filtrate was evaporated. The residue was purified by high-performance liquid chromatography over LiChroprep RP-18® (750 g; 8 cm; DAC column; eluent A: (0.5% NH4OAc in H2O)/CH3OH 75/25; eluent B: CH3CN; step gradient). The pure fractions were collected and the solvent was evaporated, yielding 8.3...